This data is from the Open Reaction Database (ORD), a public repository of structured organic reaction records. The task is: describe an organic reaction: reactants, conditions, products, and yield Reactants: C(C)OC(C(CC1=C(C=C(C=C1)OCC=1N=C(OC1C)C1=CC=C(C=C1)C(C)C)C)OCC)=O ([rac]-2-ethoxy-3-{4-[2-(4-isopropyl-phenyl)-5-methyl-oxazol-4-ylmethoxy]-2-methyl-phenyl}-propionic acid ethyl ester), [Li+].[OH-] (LiOH). The product is C(C)OC(C(=O)O)CC1=C(C=C(C=C1)OCC=1N=C(OC1C)C1=CC=C(C=C1)C(C)C)C ([rac]-2-ethoxy-3-{4-[2-(4-isopropyl-phenyl)-5-methyl-oxazol-4-ylmethoxy]-2-methyl-phenyl}-propionic acid). Reaction SMILES: C([O:3][C:4](=[O:34])[CH:5]([O:31][CH2:32][CH3:33])[CH2:6][C:7]1[CH:12]=[CH:11][C:10]([O:13][CH2:14][C:15]2[N:16]=[C:17]([C:21]3[CH:26]=[CH:25][C:24]([CH:27]([CH3:29])[CH3:28])=[CH:23][CH:22]=3)[O:18][C:19]=2[CH3:20])=[CH:9][C:8]=1[CH3:30])C.[Li+].[OH-]>>[CH2:32]([O:31][CH:5]([CH2:6][C:7]1[CH:12]=[CH:11][C:10]([O:13][CH2:14][C:15]2[N:16]=[C:17]([C:21]3[CH:26]=[CH:25][C:24]([CH:27]([CH3:29])[CH3:28])=[CH:23][CH:22]=3)[O:18][C:19]=2[CH3:20])=[CH:9][C:8]=1[CH3:30])[C:4]([OH:34])=[O:3])[CH3:33] |f:1.2|. Reported procedure: In analogy to the procedure described in example 1 g], [rac]-2-ethoxy-3-{4-[2-(4-isopropyl-phenyl)-5-methyl-oxazol-4-ylmethoxy]-2-methyl-phenyl}-propionic acid ethyl ester was treated with LiOH to obtain [rac]-2-ethoxy-3-{4-[2-(4-isopropyl-phenyl)-5-methyl-oxazol-4-ylmethoxy]-2-methyl-phenyl}-propionic acid as colorless liquid, which can be separated into its antipodes by methods known in the art, such as separation of the antipodes via diastereomeric salts by crystallization with optically pure... Reactants: O=c1cc(OCCCOC2CCCCO2)c2cc(Br)ccc2o1, C1CCOC1, O. The product is O=c1cc(OCCCO)c2cc(Br)ccc2o1. RXN SMILES: [Br:1][c:2]1[cH:3][cH:4][c:5]2[c:6]([c:7]([O:12][CH2:13][CH2:14][CH2:15][O:16][CH:17]3[CH2:18][CH2:19][CH2:20][CH2:21][O:22]3)[cH:8][c:9](=[O:11])[o:10]2)[cH:23]1.[CH2:24]1[O:25][CH2:26][CH2:27][CH2:28]1.[OH2:29]>>[Br:1][c:2]1[cH:3][cH:4][c:5]2[c:6]([c:7]([O:12][CH2:13][CH2:14][CH2:15][OH:16])[cH:8][c:9](=[O:11])[o:10]2)[cH:23]1. Starting materials: ClC1=NC=NC(=C1C#CC1=CC=C(C=C1)C(F)(F)F)C (4-chloro-6-methyl-5-{[4-(trifluoromethyl)phenyl]ethynyl}pyrimidine), N (ammonia). Solvent: C(C)O (ethanol). Product: NC1=NC=NC(=C1C#CC1=CC=C(C=C1)C(F)(F)F)C (4-Amino-6-methyl-5-{[4-(trifluoromethyl)phenyl]ethynyl}pyrimidine). RXN SMILES: Cl[C:2]1[C:7]([C:8]#[C:9][C:10]2[CH:15]=[CH:14][C:13]([C:16]([F:19])([F:18])[F:17])=[CH:12][CH:11]=2)=[C:6]([CH3:20])[N:5]=[CH:4][N:3]=1.[NH3:21]>C(O)C>[NH2:21][C:2]1[C:7]([C:8]#[C:9][C:10]2[CH:15]=[CH:14][C:13]([C:16]([F:19])([F:18])[F:17])=[CH:12][CH:11]=2)=[C:6]([CH3:20])[N:5]=[CH:4][N:3]=1. Procedure: A mixture of 4-chloro-6-methyl-5-{[4-(trifluoromethyl)phenyl]ethynyl}pyrimidine and ethanol was saturated with ammonia gas and reacted under heating in a shield tube to obtain a target substance. The target substance was subjected to e.g., proton nuclear magnetic resonance spectrometry (1H-NMR) and mass spectrometry (MS) and confirmed as the titled compound. Furthermore, MS measurement result is shown. Reactants: CCCCCC(O)CCCC(CCCc1ccc(C(=O)O)cc1)C(C)=O, CCOCC, CC(=O)OC(C)=O. Product: CCCCCC(CCCC(CCCc1ccc(C(=O)O)cc1)C(C)=O)OC(C)=O. RXN SMILES: [C:1]([CH3:2])(=[O:3])[CH:4]([CH2:5][CH2:6][CH2:7][c:8]1[cH:9][cH:10][c:11]([C:12](=[O:13])[OH:14])[cH:15][cH:16]1)[CH2:17][CH2:18][CH2:19][CH:20]([CH2:21][CH2:22][CH2:23][CH2:24][CH3:25])[OH:26].[CH2:34]([O:35][CH2:36][CH3:37])[CH3:38].[CH3:27][C:28](=[O:29])[O:30][C:31](=[O:32])[CH3:33]>>[C:1]([CH3:2])(=[O:3])[CH:4]([CH2:5][CH2:6][CH2:7][c:8]1[cH:9][cH:10][c:11]([C:12](=[O:13])[OH:14])[cH:15][cH:16]1)[CH2:17][CH2:18][CH2:19][CH:20]([CH2:21][CH2:22][CH2:23][CH2:24][CH3:25])[O:26][C:28]([CH3:27])=[O:29]. The reactants are O.NN (hydrazine monohydrate), NC=1C(=NC(=C(C1C(=O)OCC)C(=O)OCC)Br)C1=CC=CC=C1 (3-amino-6-bromo-4,5-diethoxycarbonyl-2-phenylpyridine). Run in C(C)O (ethanol). Run at time 2 hour. Yields the product NC1=C(N=C(C=2C(NNC(C21)=O)=O)Br)C2=CC=CC=C2 (8-Amino-5-bromo-7-phenylpyrido[3,4-d]pyridazine-1,4(2H,3H)dione). As a reaction SMILES: [NH2:1][C:2]1[C:3]([C:19]2[CH:24]=[CH:23][CH:22]=[CH:21][CH:20]=2)=[N:4][C:5]([Br:18])=[C:6]([C:13](OCC)=[O:14])[C:7]=1[C:8](OCC)=[O:9].O.[NH2:26][NH2:27]>C(O)C>[NH2:1][C:2]1[C:7]2[C:8](=[O:9])[NH:27][NH:26][C:13](=[O:14])[C:6]=2[C:5]([Br:18])=[N:4][C:3]=1[C:19]1[CH:24]=[CH:23][CH:22]=[CH:21][CH:20]=1 |f:1.2|. Reported procedure: In a mixture of 1 ml of ethanol and 2 ml of hydrazine monohydrate was dissolved 90 mg of 3-amino-6-bromo-4,5-diethoxycarbonyl-2-phenylpyridine, and the mixture was stirred for 2 hours at room temperature. After the solvent was distilled off, the resulting crystals were collected by filtration with ethanol. Water was added to the crystals, and the mixture was neutralized with 1N hydrochloric acid, the resulting crystals were collected by filtration. The crystals were dissolved in a small volume o... RXN SMILES: [CH2:22]1[O:23][CH2:24][CH2:25][O:26][CH2:27]1.[CH3:1][N:2]1[CH2:3][CH2:4][N:5]([S:8](=[O:9])(=[O:10])[c:11]2[cH:12][cH:13][c:14]([NH:17][C:18](=[O:19])[CH3:20])[cH:15][cH:16]2)[CH2:6][CH2:7]1.[ClH:21]>>[CH3:1][N:2]1[CH2:3][CH2:4][N:5]([S:8](=[O:9])(=[O:10])[c:11]2[cH:12][cH:13][c:14]([NH2:17])[cH:15][cH:16]2)[CH2:6][CH2:7]1. Starting materials: C1COCCO1, CC(=O)Nc1ccc(S(=O)(=O)N2CCN(C)CC2)cc1, Cl. The product is CN1CCN(S(=O)(=O)c2ccc(N)cc2)CC1. Reactants: C1(CC1)N1C=C(C(C2=C(C(=C(C(=C12)F)F)F)OC)=O)C(=O)O (1-cyclopropyl-6,7,8-trifluoro-1,4- dihydro-5-methoxy-4-oxo-3-quinolinecarboxylic acid), Br (hydrogen bromide). Solvent: C(C)(=O)O (acetic acid). Conditions: time 16 hour. Product: C1(CC1)N1C=C(C(C2=C(C(=C(C(=C12)F)F)F)O)=O)C(=O)O (1-Cyclopropyl-6,7,8-trifluoro-1,4-dihydro-5-hydroxy-4-oxo-3-quinolinecarboxylic Acid). The yield is 80.3%. RXN SMILES: [CH:1]1([N:4]2[C:13]3[C:8](=[C:9]([O:17]C)[C:10]([F:16])=[C:11]([F:15])[C:12]=3[F:14])[C:7](=[O:19])[C:6]([C:20]([OH:22])=[O:21])=[CH:5]2)[CH2:3][CH2:2]1.Br>C(O)(=O)C>[CH:1]1([N:4]2[C:13]3[C:8](=[C:9]([OH:17])[C:10]([F:16])=[C:11]([F:15])[C:12]=3[F:14])[C:7](=[O:19])[C:6]([C:20]([OH:22])=[O:21])=[CH:5]2)[CH2:2][CH2:3]1. Procedure details: To 1.5 g of 1-cyclopropyl-6,7,8-trifluoro-1,4- dihydro-5-methoxy-4-oxo-3-quinolinecarboxylic acid was added 25 ml of hydrogen bromide in acetic acid (32%). The mixture was stirred at room temperature for 16 hours and concentrated to dryness. The residue was triturated with water:ethanol and filtered to give 1.15 g of the title compound. The reactants are resultant solution, [Cl-].[Al+3].[Cl-].[Cl-] (aluminum chloride), COC1=C(C=CC=C1)CC(CC(=O)O)C1=CC=CC=C1 (4-(2'-Methoxyphenyl)-3-phenylbutyric acid). Run in C(Cl)Cl (methylene chloride), S(=O)(Cl)Cl (thionyl chloride). Conditions: temperature 60 celsius, time 30 minute. Product: COC1=C2CC(CC(C2=CC=C1)=O)C1=CC=CC=C1 (5-methoxy-3-phenyl-1,2,3,4-tetrahydro-1-naphthalenone). The yield is 36.1%. RXN SMILES: [CH3:1][O:2][C:3]1[CH:8]=[CH:7][CH:6]=[CH:5][C:4]=1[CH2:9][CH:10]([C:15]1[CH:20]=[CH:19][CH:18]=[CH:17][CH:16]=1)[CH2:11][C:12]([OH:14])=O.[Cl-].[Al+3].[Cl-].[Cl-]>S(Cl)(Cl)=O.C(Cl)Cl>[CH3:1][O:2][C:3]1[CH:8]=[CH:7][CH:6]=[C:5]2[C:4]=1[CH2:9][CH:10]([C:15]1[CH:20]=[CH:19][CH:18]=[CH:17][CH:16]=1)[CH2:11][C:12]2=[O:14] |f:1.2.3.4|. Procedure details: 4-(2'-Methoxyphenyl)-3-phenylbutyric acid (29.1 g, 108 mmol), from Step 5, was dissolved in 50 mL of thionyl chloride and heated to 60° C. for 10 min. After stirring an additional 30 min at ambient temperature, the solvent was removed in vacuo. The crude product was dissolved in 60 mL of methylene chloride and the resultant solution was added dropwise to 15.8 g (118 mmol) of aluminum chloride in 240 mL of methylene chloride precooled to 0° C. After the addition, the reaction was allowed to proce... Starting materials: BrC=1C=CC\2=C(\N=C(/C\C(=C2)\C(N(CCC)CCCO[Si](C)(C)C(C)(C)C)=O)\NC(OC(C)(C)C)=O)C1 (tert-butyl (1E,4E)-8-bromo-4-((3-(tert-butyldimethylsilyloxy)propyl)(propyl)carbamoyl)-3H-benzo[b]azepin-2-ylcarbamate), CC1(OB(OC1(C)C)C1=CC=C(C=C1)CC(=O)OCCCN(C)C)C (3-(dimethylamino)propyl 2-(4-(4,4,5,5-tetramethyl-1,3,2-dioxaborolan-2-yl)phenyl)acetate), C([O-])([O-])=O.[K+].[K+] (potassium carbonate). Reagents/catalysts: C=1C=CC(=CC1)[P](C=2C=CC=CC2)(C=3C=CC=CC3)[Pd]([P](C=4C=CC=CC4)(C=5C=CC=CC5)C=6C=CC=CC6)([P](C=7C=CC=CC7)(C=8C=CC=CC8)C=9C=CC=CC9)[P](C=1C=CC=CC1)(C=1C=CC=CC1)C=1C=CC=CC1 (tetrakis(triphenylphosphine)palladium(0)). Run in C(C)#N (acetonitrile), CCOC(=O)C (EtOAc). Run at temperature 100 celsius. Product: C(C)(C)(C)OC(=O)N/C=1/C\C(=C/C2=C(\N1)C=C(C=C2)C2=CC=C(C=C2)CC(=O)OCCCN(C)C)\C(N(CCC)CCCO[Si](C)(C)C(C)(C)C)=O (3-(dimethylamino)propyl 2-(4-((1E,4E)-2-(tert-butoxycarbonylamino)-4-((3-(tert-butyldimethylsilyloxy)propyl)(propyl)carbamoyl)-3H-benzo[b]azepin-8-yl)phenyl)acetate). Reaction SMILES: Br[C:2]1[CH:3]=[CH:4][C:5]2=[C:6]([CH:37]=1)[N:7]=[C:8]([NH:29][C:30](=[O:36])[O:31][C:32]([CH3:35])([CH3:34])[CH3:33])[CH2:9][C:10]([C:12](=[O:28])[N:13]([CH2:17][CH2:18][CH2:19][O:20][Si:21]([C:24]([CH3:27])([CH3:26])[CH3:25])([CH3:23])[CH3:22])[CH2:14][CH2:15][CH3:16])=[CH:11]2.CC1(C)C(C)(C)OB([C:46]2[CH:51]=[CH:50][C:49]([CH2:52][C:53]([O:55][CH2:56][CH2:57][CH2:58][N:59]([CH3:61])[CH3:60])=[O:54])=[CH:48][CH:47]=2)O1.C(=O)([O-])[O-].[K+].[K+]>C(#N)C.CCOC(C)=O.C1C=CC([P]([Pd]([P](C2C=CC=CC=2)(C2C=CC=CC=2)C2C=CC=CC=2)([P](C2C=CC=CC=2)(C2C=CC=CC=2)C2C=CC=CC=2)[P](C2C=CC=CC=2)(C2C=CC=CC=2)C2C=CC=CC=2)(C2C=CC=CC=2)C2C=CC=CC=2)=CC=1>[C:32]([O:31][C:30]([NH:29][C:8]1[CH2:9][C:10]([C:12](=[O:28])[N:13]([CH2:17][CH2:18][CH2:19][O:20][Si:21]([C:24]([CH3:25])([CH3:27])[CH3:26])([CH3:22])[CH3:23])[CH2:14][CH2:15][CH3:16])=[CH:11][C:5]2[CH:4]=[CH:3][C:2]([C:46]3[CH:47]=[CH:48][C:49]([CH2:52][C:53]([O:55][CH2:56][CH2:57][CH2:58][N:59]([CH3:61])[CH3:60])=[O:54])=[CH:50][CH:51]=3)=[CH:37][C:6]=2[N:7]=1)=[O:36])([CH3:34])([CH3:35])[CH3:33] |f:2.3.4,^1:81,83,102,121|. Reported procedure: tert-butyl (1E,4E)-8-bromo-4-((3-(tert-butyldimethylsilyloxy)propyl)(propyl)carbamoyl)-3H-benzo[b]azepin-2-ylcarbamate, 3-(dimethylamino)propyl 2-(4-(4,4,5,5-tetramethyl-1,3,2-dioxaborolan-2-yl)phenyl)acetate (1.5 equiv), tetrakis(triphenylphosphine)palladium(0), 2M aqueous potassium carbonate (3 equiv) were combined in 2 mls of acetonitrile in a microwave reaction vial. This mixture was heated in a microwave to 100° C. for 30 minutes. The mixture was then diluted with EtOAc, washed twice with b... Reactants: CC=1C=C(C=C(C1)C)S(=O)(=O)N1CCOC2=C1C=C(C=C2)C(=O)NC2=CC=C(C(=O)O)C=C2 (4-{[4-(3,5-Dimethyl-benzenesulfonyl)-3,4-dihydro-2H-benzo[1,4]oxazine-6-carbonyl]-amino}-benzoic acid), CC=1C=C(C=C(C1)C)S(=O)(=O)Cl (3,5-dimethyl-benzenesulfonyl chloride). The product is C(C)OC(C1=CC=C(C=C1)NC(=O)C=1C=CC2=C(N(CCO2)S(=O)(=O)C2=CC(=CC(=C2)C)C)C1)=O (4-{[4-(3,5-dimethyl-benzenesulfonyl)-3,4-dihydro-2H-benzo[1,4]oxazine-6-carbonyl]-amino}-benzoic acid ethyl ester). Reaction SMILES: [CH3:1][C:2]1[CH:3]=[C:4]([S:9]([N:12]2[C:17]3[CH:18]=[C:19]([C:22]([NH:24][C:25]4[CH:33]=[CH:32][C:28]([C:29]([OH:31])=[O:30])=[CH:27][CH:26]=4)=[O:23])[CH:20]=[CH:21][C:16]=3[O:15][CH2:14][CH2:13]2)(=[O:11])=[O:10])[CH:5]=[C:6]([CH3:8])[CH:7]=1.[CH3:34][C:35]1C=C(S(Cl)(=O)=O)C=C(C)C=1>>[CH2:34]([O:30][C:29](=[O:31])[C:28]1[CH:27]=[CH:26][C:25]([NH:24][C:22]([C:19]2[CH:20]=[CH:21][C:16]3[O:15][CH2:14][CH2:13][N:12]([S:9]([C:4]4[CH:5]=[C:6]([CH3:8])[CH:7]=[C:2]([CH3:1])[CH:3]=4)(=[O:11])=[O:10])[C:17]=3[CH:18]=2)=[O:23])=[CH:33][CH:32]=1)[CH3:35]. Procedure details: 4-{[4-(3,5-Dimethyl-benzenesulfonyl)-3,4-dihydro-2H-benzo[1,4]oxazine-6-carbonyl]-amino}-benzoic acid, MS (ISP): m/e=466.5 (M−H), was prepared as described for example 14, steps 1 to 8. Step 7 was performed using 3,5-dimethyl-benzenesulfonyl chloride and yielded 4-{[4-(3,5-dimethyl-benzenesulfonyl)-3,4-dihydro-2H-benzo[1,4]oxazine-6-carbonyl]-amino}-benzoic acid ethyl ester, which was hydrolyzed in step 8.